describe an organic reaction: reactants, conditions, products, and yield From a dataset of the Open Reaction Database (ORD), a public repository of structured organic reaction records. Run at temperature 30 celsius, time 1 hour. As a reaction SMILES: [C:1]([C:4]1([CH2:17][CH2:18][CH2:19][NH2:20])[C:16]2[CH:15]=[CH:14][CH:13]=[CH:12][C:11]=2[C:10]2[C:5]1=[CH:6][CH:7]=[CH:8][CH:9]=2)(=[O:3])[NH2:2].[C:21](OC(=O)C)(=[O:23])C.C(OCC)(=O)C>C(O)=O>[C:1]([C:4]1([CH2:17][CH2:18][CH2:19][NH:20][CH:21]=[O:23])[C:16]2[CH:15]=[CH:14][CH:13]=[CH:12][C:11]=2[C:10]2[C:5]1=[CH:6][CH:7]=[CH:8][CH:9]=2)(=[O:3])[NH2:2]. The solvent is C(=O)O (formic acid). Procedure: To a stirred hot (50° C.) solution of 6.2 g (23 mM) of 9-carbamoyl-9-(3-aminopropyl)fluorene in 50 ml of 98% formic acid were added dropwise over ten minutes 17 ml of acetic anhydride. The reaction mixture was cooled to about 30° C. and stirred for one hour, and then added to 100 ml of ice water. The aqueous mixture was diluted by addition of 100 ml of ethyl acetate, and the organic layer was separated, washed with two 50 ml portions of 5% w/v aqueous sodium bicarbonate, twice with 5 ml portions... The reactants are C(N)(=O)C1(C2=CC=CC=C2C=2C=CC=CC12)CCCN (9-carbamoyl-9-(3-aminopropyl)fluorene), C(C)(=O)OC(C)=O (acetic anhydride), C(C)(=O)OCC (ethyl acetate), ice water. Yields the product C(N)(=O)C1(C2=CC=CC=C2C=2C=CC=CC12)CCCNC=O (9-carbamoyl-9-(3-formamidopropyl)fluorene). RXN SMILES: [CH2:27]1[O:28][CH2:29][CH2:30][CH2:31]1.[CH3:1][O:2][C:3](=[O:4])[c:5]1[cH:6][c:7](-[c:17]2[cH:18][cH:19][c:20]([CH3:23])[cH:21][cH:22]2)[cH:8][c:9](-[n:11]2[n:12][n:13][n:14][c:15]2[CH3:16])[cH:10]1.[Li+:25].[OH-:24].[OH2:26].[OH2:32]>>[O:2]=[C:3]([OH:4])[c:5]1[cH:6][c:7](-[c:17]2[cH:18][cH:19][c:20]([CH3:23])[cH:21][cH:22]2)[cH:8][c:9](-[n:11]2[n:12][n:13][n:14][c:15]2[CH3:16])[cH:10]1. Reactants: C1CCOC1, COC(=O)c1cc(-c2ccc(C)cc2)cc(-n2nnnc2C)c1, [Li+], [OH-], O, O. The product is Cc1ccc(-c2cc(C(=O)O)cc(-n3nnnc3C)c2)cc1. Starting materials: C(C1=CC=CC=C1)OC1=C(C=CC=C1)C(C=CC1=CC=C(C=C1)Cl)=O (1-(2-benzyloxyphenyl)-3-(4-chlorophenyl)prop-2-en-1-one), C(CC(=O)OCC)(=O)OCC (diethyl malonate). Yields the product C(C1=CC=CC=C1)OC1=C(C=CC=C1)C(CC(C1=CC=C(C=C1)Cl)C(C(=O)OCC)C(=O)OCC)=O (diethyl 2-[3-(2-benzyloxyphenyl)-1-(4-chlorophenyl)-3-oxopropyl]malonate). Reaction SMILES: [CH2:1]([O:8][C:9]1[CH:14]=[CH:13][CH:12]=[CH:11][C:10]=1[C:15](=[O:25])[CH:16]=[CH:17][C:18]1[CH:23]=[CH:22][C:21]([Cl:24])=[CH:20][CH:19]=1)[C:2]1[CH:7]=[CH:6][CH:5]=[CH:4][CH:3]=1.[C:26]([O:34][CH2:35][CH3:36])(=[O:33])[CH2:27][C:28]([O:30][CH2:31][CH3:32])=[O:29]>>[CH2:1]([O:8][C:9]1[CH:14]=[CH:13][CH:12]=[CH:11][C:10]=1[C:15](=[O:25])[CH2:16][CH:17]([CH:27]([C:28]([O:30][CH2:31][CH3:32])=[O:29])[C:26]([O:34][CH2:35][CH3:36])=[O:33])[C:18]1[CH:19]=[CH:20][C:21]([Cl:24])=[CH:22][CH:23]=1)[C:2]1[CH:3]=[CH:4][CH:5]=[CH:6][CH:7]=1. Procedure: By a procedure similar to that of example 1.59.2, starting from 1-(2-benzyloxyphenyl)-3-(4-chlorophenyl)prop-2-en-1-one and diethyl malonate, diethyl 2-[3-(2-benzyloxyphenyl)-1-(4-chlorophenyl)-3-oxopropyl]malonate was obtained as colourless solid. Reactants: Cl (HCl), [OH-].[Na+] (NaOH), CN1C=CC2=CC(=CC=C12)C (1,5-dimethyl-1H-indole), C(CCC)[Li] (n-Bu—Li), B(OC)(OC)OC (B(OMe)3). Solvent: C1CCOC1 (THF). Reaction conditions: time 1 hour. Yields the product CN1C(=CC2=CC(=CC=C12)C)B(O)O (1,5-Dimethyl-1H-indole-2-boronic Acid). Yield: 11.9%. Reaction SMILES: [CH3:1][N:2]1[C:10]2[C:5](=[CH:6][C:7]([CH3:11])=[CH:8][CH:9]=2)[CH:4]=[CH:3]1.C([Li])CCC.[B:17](OC)([O:20]C)[O:18]C.Cl.[OH-].[Na+]>C1COCC1>[CH3:1][N:2]1[C:10]2[C:5](=[CH:6][C:7]([CH3:11])=[CH:8][CH:9]=2)[CH:4]=[C:3]1[B:17]([OH:20])[OH:18] |f:4.5|. Reported procedure: To a 0° C. solution of 1,5-dimethyl-1H-indole (1.10 g, 7.58 mmol) and THF (15 mL) is added 1.6M n-Bu—Li (5.7 mL, 9.09 mmol) the solution is warmed to ambient temperature and stirred for 1 h. The solution is cooled to 0° C. and B(OMe)3 (1.01 mL, 9.09 mmol) is added. The solution is warmed to ambient temperature and stirred overnight. 1M HCl (20 mL) is added and the pH adjusted to 7 with 1M NaOH. The aqueous phase is extracted with EtOAc (2×30 mL). The combined organic layers are washed with brine... Reaction SMILES: [CH3:29][N:30]([CH3:31])[CH:32]=[O:33].[Cl:1][c:2]1[n:3]([CH3:13])[c:4](=[O:12])[n:5]([CH3:11])[c:6](=[O:10])[c:7]1[C:8]#[N:9].[O:14]([c:15]1[cH:16][cH:17][cH:18][cH:19][cH:20]1)[CH2:21][CH:22]([CH2:23][NH:24][CH2:25][CH2:26][NH2:27])[OH:28]>>[ClH:1].[c:2]1([NH:27][CH2:26][CH2:25][NH:24][CH2:23][CH:22]([CH2:21][O:14][c:15]2[cH:16][cH:17][cH:18][cH:19][cH:20]2)[OH:28])[n:3]([CH3:13])[c:4](=[O:12])[n:5]([CH3:11])[c:6](=[O:10])[c:7]1[C:8]#[N:9]. The reactants are CN(C)C=O, Cn1c(Cl)c(C#N)c(=O)n(C)c1=O, NCCNCC(O)COc1ccccc1. Yields the product Cl, Cn1c(NCCNCC(O)COc2ccccc2)c(C#N)c(=O)n(C)c1=O.